Dataset: the Open Reaction Database (ORD), a public repository of structured organic reaction records. Task: describe an organic reaction: reactants, conditions, products, and yield Product: C1(=CC=C(C=C1)C(=O)N1[C@@H](CC(C1)=NOC)C(=O)NC[C@@H](C1=CC=CC=C1)O)C1=CC=CC=C1 ((2S,4EZ)-1-([1,1′-biphenyl]-4-ylcarbonyl)-N-[(2R)-2-hydroxy-2-phenylethyl]-4-(methoxyimino)-2-pyrrolidinecarboxamide). Procedure details: Following the general method as outlined in Example 22, starting from (2S,4EZ)-1-(tert-butoxycarbonyl)-4-(methoxyimino)-2-pyrrolidinecarboxylic acid, [1,1′-biphenyl]-4-carbonyl chloride, and (1R)-2-amino-1-phenylethanol, the title compound was obtained in 84% purity by HPLC. MS(ESI+): m/z=458. Reaction SMILES: C(O[C:6]([N:8]1[CH2:12][C:11](=[N:13][O:14][CH3:15])[CH2:10][C@H:9]1[C:16]([OH:18])=O)=[O:7])(C)(C)C.[C:19]1([C:28]2[CH:33]=[CH:32][CH:31]=[CH:30][CH:29]=2)[CH:24]=[CH:23][C:22](C(Cl)=O)=[CH:21][CH:20]=1.[NH2:34][CH2:35][C@@H:36]([C:38]1[CH:43]=[CH:42][CH:41]=[CH:40][CH:39]=1)[OH:37]>>[C:28]1([C:19]2[CH:20]=[CH:21][CH:22]=[CH:23][CH:24]=2)[CH:29]=[CH:30][C:31]([C:6]([N:8]2[CH2:12][C:11](=[N:13][O:14][CH3:15])[CH2:10][C@H:9]2[C:16]([NH:34][CH2:35][C@H:36]([OH:37])[C:38]2[CH:43]=[CH:42][CH:41]=[CH:40][CH:39]=2)=[O:18])=[O:7])=[CH:32][CH:33]=1. Starting materials: C(C)(C)(C)OC(=O)N1[C@@H](CC(C1)=NOC)C(=O)O ((2S,4EZ)-1-(tert-butoxycarbonyl)-4-(methoxyimino)-2-pyrrolidinecarboxylic acid), C1(=CC=C(C=C1)C(=O)Cl)C1=CC=CC=C1 ([1,1′-biphenyl]-4-carbonyl chloride), NC[C@H](O)C1=CC=CC=C1 ((1R)-2-amino-1-phenylethanol). Starting materials: ClC1=NC(=C2N=CN(C2=N1)[C@H]1[C@@H]([C@@H]([C@H](C1)NC(CC)=O)O)O)N[C@H]1CN(CC1)C1=NC(=C2N=CN(C2=N1)[C@H]1[C@@H]([C@@H]([C@H](C1)NC(CC)=O)O)O)NCC(C1=CC=CC=C1)C1=CC=CC=C1 (N-{(1S,2R,3S,4R)-4-[2-{(R)-3-[2-Chloro-9-((1R,2S,3R,4S)-2,3-dihydroxy-4-propionylamino-cyclopentyl)-9H-purin-6-ylamino]-pyrrolidin-1-yl}-6-(2,2-diphenyl-ethylamino)-purin-9-yl]-2,3-dihydroxy-cyclopentyl}-propionamide), N1=CC(=CC=C1)NC(=O)N[C@H]1CNCC1 (1-pyridin-3-yl-3-(R)-pyrrolidin-3-yl-urea). The solvent is CCO (EtOH). Product: N1=CC(=CC=C1)NC(N[C@H]1CN(CC1)C1=NC(=C2N=CN(C2=N1)[C@H]1[C@@H]([C@@H]([C@H](C1)NC(CC)=O)O)O)N[C@H]1CN(CC1)C1=NC(=C2N=CN(C2=N1)[C@H]1[C@@H]([C@@H]([C@H](C1)NC(CC)=O)O)O)NCC(C1=CC=CC=C1)C1=CC=CC=C1)=O (N-{(1S,2R,3S,4R)-4-[2-[(R)-3-[2-[(R)-3-(3-Pyridin-3-yl-ureido)-pyrrolidin-1-yl]-9-((1R,2S,3R,4S)-2,3-dihydroxy-4-propionylamino-cyclopentyl)-9H-purin-6-ylamino]-pyrrolidin-1-yl]-6-(2,2-diphenyl-ethylamino)-purin-9-yl]-2,3-dihydroxy-cyclopentyl}-propionamide). Reaction SMILES: Cl[C:2]1[N:10]=[C:9]2[C:5]([N:6]=[CH:7][N:8]2[C@@H:11]2[CH2:15][C@H:14]([NH:16][C:17](=[O:20])[CH2:18][CH3:19])[C@@H:13]([OH:21])[C@H:12]2[OH:22])=[C:4]([NH:23][C@@H:24]2[CH2:28][CH2:27][N:26]([C:29]3[N:37]=[C:36]4[C:32]([N:33]=[CH:34][N:35]4[C@@H:38]4[CH2:42][C@H:41]([NH:43][C:44](=[O:47])[CH2:45][CH3:46])[C@@H:40]([OH:48])[C@H:39]4[OH:49])=[C:31]([NH:50][CH2:51][CH:52]([C:59]4[CH:64]=[CH:63][CH:62]=[CH:61][CH:60]=4)[C:53]4[CH:58]=[CH:57][CH:56]=[CH:55][CH:54]=4)[N:30]=3)[CH2:25]2)[N:3]=1.[N:65]1[CH:70]=[CH:69][CH:68]=[C:67]([NH:71][C:72]([NH:74][C@@H:75]2[CH2:79][CH2:78][NH:77][CH2:76]2)=[O:73])[CH:66]=1>CCO>[N:65]1[CH:70]=[CH:69][CH:68]=[C:67]([NH:71][C:72](=[O:73])[NH:74][C@@H:75]2[CH2:79][CH2:78][N:77]([C:2]3[N:10]=[C:9]4[C:5]([N:6]=[CH:7][N:8]4[C@@H:11]4[CH2:15][C@H:14]([NH:16][C:17](=[O:20])[CH2:18][CH3:19])[C@@H:13]([OH:21])[C@H:12]4[OH:22])=[C:4]([NH:23][C@@H:24]4[CH2:28][CH2:27][N:26]([C:29]5[N:37]=[C:36]6[C:32]([N:33]=[CH:34][N:35]6[C@@H:38]6[CH2:42][C@H:41]([NH:43][C:44](=[O:47])[CH2:45][CH3:46])[C@@H:40]([OH:48])[C@H:39]6[OH:49])=[C:31]([NH:50][CH2:51][CH:52]([C:53]6[CH:54]=[CH:55][CH:56]=[CH:57][CH:58]=6)[C:59]6[CH:64]=[CH:63][CH:62]=[CH:61][CH:60]=6)[N:30]=5)[CH2:25]4)[N:3]=3)[CH2:76]2)[CH:66]=1. Reported procedure: N-{(1S,2R,3S,4R)-4-[2-{(R)-3-[2-Chloro-9-((1R,2S,3R,4S)-2,3-dihydroxy-4-propionylamino-cyclopentyl)-9H-purin-6-ylamino]-pyrrolidin-1-yl}-6-(2,2-diphenyl-ethylamino)-purin-9-yl]-2,3-dihydroxy-cyclopentyl}-propionamide (1 eq.) and 1-pyridin-3-yl-3-(R)-pyrrolidin-3-yl-urea (3 eq.) are dissolved in EtOH. The reaction mixture is refluxed at room temperature for 48 hours. The reaction mixture is reduced in vacuo and purified by reverse phase column chromatography (Isolute™ C18, 0-100% acetonitrile in ... The reactants are OCC(=O)C1=C(C=CC=C1)C (Hydroxy-2′-methylacetophenone), C([O-])([O-])=O.[Cs+].[Cs+] (cesium carbonate), C(C1=CC=CC=C1)Br (Benzyl bromide). Solvent: CN(C)C=O (DMF). Run at time 10 minute. Product: C(C1=CC=CC=C1)OC1=CC(=C(C=C1)C(C)=O)C (1-(4-Benzyloxy-2-methyl-phenyl)-ethanone). Reaction SMILES: O[CH2:2][C:3]([C:5]1[CH:10]=[CH:9][CH:8]=[CH:7][C:6]=1[CH3:11])=[O:4].[C:12](=[O:15])([O-])[O-].[Cs+].[Cs+].C(Br)[C:19]1[CH:24]=[CH:23][CH:22]=[CH:21][CH:20]=1>CN(C=O)C>[CH2:12]([O:15][C:8]1[CH:9]=[CH:10][C:5]([C:3](=[O:4])[CH3:2])=[C:6]([CH3:11])[CH:7]=1)[C:19]1[CH:24]=[CH:23][CH:22]=[CH:21][CH:20]=1 |f:1.2.3|. Procedure details: To a solution of Hydroxy-2′-methylacetophenone (5.508 g, 0.037 mol) in DMF (10 mL) is added cesium carbonate (23.8 g, 0.073 mol). The reaction is stirred at room temperature for 10 minutes. Benzyl bromide (4.36 mL, 0.037 mol) is added and after 1 hour at room temperature, the reaction is concentrated under reduced pressure. The residue is dissolved in ethyl acetate and water. The layers are separated and the organic phase is washed with brine, dried over magnesium sulfate, filtered, and concentr... The reactants are ClC1=C2C(=NC3=C1C=NN3CC)C(C3=C(CC2)C=CC=C3)=O (4-chloro-1-ethyl-5,6-dihydrobenzo[5,6]cyclohepta[1,2-b]pyrazolo[4,3-e]pyridin-11(1H)-one), solution, [Mg] (magnesium), ClC1CCN(CC1)C (4-chloro-1-methyl-piperidine). The solvent is O1CCCC1 (tetrahydrofuran), O1CCCC1 (tetrahydrofuran). Yields the product Grignard reagent, ClC1=C2C(=NC3=C1C=NN3CC)C(C3=C(CC2)C=CC=C3)(O)C3CCN(CC3)C (4-chloro-1-ethyl-1,5,6,11-tetrahydro-11-(1-methyl-4-piperidinyl)benzo[5,6]cyclohepta[1,2-b]pyrazolo[4,3-e]pyridin-11-ol). As a reaction SMILES: [Mg].Cl[CH:3]1[CH2:8][CH2:7][N:6]([CH3:9])[CH2:5][CH2:4]1.[Cl:10][C:11]1[C:16]2[CH:17]=[N:18][N:19]([CH2:20][CH3:21])[C:15]=2[N:14]=[C:13]2[C:22](=[O:31])[C:23]3[CH:30]=[CH:29][CH:28]=[CH:27][C:24]=3[CH2:25][CH2:26][C:12]=12>O1CCCC1>[Cl:10][C:11]1[C:16]2[CH:17]=[N:18][N:19]([CH2:20][CH3:21])[C:15]=2[N:14]=[C:13]2[C:22]([CH:3]3[CH2:8][CH2:7][N:6]([CH3:9])[CH2:5][CH2:4]3)([OH:31])[C:23]3[CH:30]=[CH:29][CH:28]=[CH:27][C:24]=3[CH2:25][CH2:26][C:12]=12. Procedure details: A Grignard reagent is prepared from 7.2 g. of magnesium turnings (0.3 mol.), 230 ml. of dry tetrahydrofuran and 40 g. of 4-chloro-1-methyl-piperidine (0.3 mol.). To this Grignard solution 31 g. of 4-chloro-1-ethyl-5,6-dihydrobenzo[5,6]cyclohepta[1,2-b]pyrazolo[4,3-e]pyridin-11(1H)-one (0.1 mol.), from example 1(e), dissolved in 230 ml. of dry tetrahydrofuran is added. Reaction and work-up according to the procedure of example 15 yields 4-chloro-1-ethyl-1,5,6,11-tetrahydro-11-(1-methyl-4-piperidi...